The task is: describe an organic reaction: reactants, conditions, products, and yield. This data is from the Open Reaction Database (ORD), a public repository of structured organic reaction records. Conditions: temperature 60 celsius. Isolated yield 72.6%. Yields the product COC=1C=C2C(=NC=NC2=CC1OC)N1CCC(CC1)N1C(N(C2=CC=C(C=C2C1=O)C(C)O)C)=O (3-[1-(6,7-Dimethoxy-4-quinazolinyl)-4-piperidinyl]-1,2,3,4-tetrahydro-6-(1-hydroxyethyl)-1-methyl-2,4-dioxoquinazoline). Solvent: O (water). RXN SMILES: CO.C(Cl)(Cl)Cl.[C:7]([C:10]1[CH:11]=[C:12]2[C:17](=[CH:18][CH:19]=1)[N:16]([CH3:20])[C:15](=[O:21])[N:14]([CH:22]1[CH2:27][CH2:26][N:25]([C:28]3[C:37]4[C:32](=[CH:33][C:34]([O:40][CH3:41])=[C:35]([O:38][CH3:39])[CH:36]=4)[N:31]=[CH:30][N:29]=3)[CH2:24][CH2:23]1)[C:13]2=[O:42])(=[O:9])[CH3:8].[BH4-].[Na+]>O>[CH3:39][O:38][C:35]1[CH:36]=[C:37]2[C:32](=[CH:33][C:34]=1[O:40][CH3:41])[N:31]=[CH:30][N:29]=[C:28]2[N:25]1[CH2:26][CH2:27][CH:22]([N:14]2[C:13](=[O:42])[C:12]3[C:17](=[CH:18][CH:19]=[C:10]([CH:7]([OH:9])[CH3:8])[CH:11]=3)[N:16]([CH3:20])[C:15]2=[O:21])[CH2:23][CH2:24]1 |f:3.4|. The reactants are CO (methanol), C(Cl)(Cl)Cl (chloroform), C(C)(=O)C=1C=C2C(N(C(N(C2=CC1)C)=O)C1CCN(CC1)C1=NC=NC2=CC(=C(C=C12)OC)OC)=O (6-Acetyl-3-[1-(6,7-dimethoxy-4-quinazolinyl)-4-piperidinyl]-1,2,3,4-tetrahydro-1-methyl-2,4-dioxoquinazoline), [BH4-].[Na+] (sodium borohydride). Reported procedure: In a solvent mixture of 3ml of methanol and 3 ml of chloroform was dissolved 200.0 mg (0.41 mmol) of Compound 63 obtained in Example 50, and sodium borohydride was added thereto in excess, followed by heating at 60° C. for 30 minutes. After cooling, water was added to the reaction mixture, and the mixture was extracted with chloroform. The organic layer was washed and dried, and the solvent was distilled off under reduced pressure. To the residue was added ether, and the precipitated crystals we...